describe an organic reaction: reactants, conditions, products, and yield From a dataset of the Open Reaction Database (ORD), a public repository of structured organic reaction records. Solvent: N1=CC=CC=C1 (pyridine). The reactants are C(C)(=O)Cl (acetyl chloride), COC=1C=C(C=CC1)C=C1OC2=C(C1=O)C=CC(=C2)O (2-[(3-methoxyphenyl)methylene]-6-hydroxy-3(2H)-benzofuranone), C(C)(=O)OCC (ethyl acetate). Yields the product COC=1C=C(C=CC1)C=C1OC2=C(C1=O)C=CC(=C2)OC(C)=O (2-[(3-methoxyphenyl)methylene]-6-acetoxy-3(2H)-benzofuranone). RXN SMILES: [CH3:1][O:2][C:3]1[CH:4]=[C:5]([CH:9]=[C:10]2[C:14](=[O:15])[C:13]3[CH:16]=[CH:17][C:18]([OH:20])=[CH:19][C:12]=3[O:11]2)[CH:6]=[CH:7][CH:8]=1.[C:21](Cl)(=[O:23])[CH3:22].C(OCC)(=O)C>N1C=CC=CC=1>[CH3:1][O:2][C:3]1[CH:4]=[C:5]([CH:9]=[C:10]2[C:14](=[O:15])[C:13]3[CH:16]=[CH:17][C:18]([O:20][C:21](=[O:23])[CH3:22])=[CH:19][C:12]=3[O:11]2)[CH:6]=[CH:7][CH:8]=1. Reported procedure: After 2-[(3-methoxyphenyl)methylene]-6-hydroxy-3(2H)-benzofuranone 0.5 g was dissolved in pyridine 5 ml, acetyl chloride 0.172 ml was added, and the mixture was refluxed for 2.5 hours. The reaction mixture was cooled to room temperature, ethyl acetate 50 ml was added, and the mixture was washed with 2N-hydrochloric acid 50 ml twice. After the ethyl acetate solution was dehydrated with anhydrous magnesium sulfate, it was concentrated under reduced pressure. The residue was fractionated by silica ... Reactants: CCCCCCC(C)(C)c1ccc(Br)c(OCc2ccccc2)c1, O=C1CCCN(Cc2ccccc2)C1, [Cl-], [Mg], [NH4+], C1CCOC1. Yields the product CCCCCCC(C)(C)c1ccc(C2(O)CCCN(Cc3ccccc3)C2)c(OCc2ccccc2)c1. RXN SMILES: [Br:1][c:2]1[c:3]([O:17][CH2:18][c:19]2[cH:20][cH:21][cH:22][cH:23][cH:24]2)[cH:4][c:5]([C:8]([CH2:9][CH2:10][CH2:11][CH2:12][CH2:13][CH3:14])([CH3:15])[CH3:16])[cH:6][cH:7]1.[CH2:26]([c:27]1[cH:28][cH:29][cH:30][cH:31][cH:32]1)[N:33]1[CH2:34][C:35](=[O:39])[CH2:36][CH2:37][CH2:38]1.[Cl-:40].[Mg:25].[NH4+:41].[O:42]1[CH2:43][CH2:44][CH2:45][CH2:46]1>>[c:2]1([C:35]2([OH:39])[CH2:34][N:33]([CH2:26][c:27]3[cH:28][cH:29][cH:30][cH:31][cH:32]3)[CH2:38][CH2:37][CH2:36]2)[c:3]([O:17][CH2:18][c:19]2[cH:20][cH:21][cH:22][cH:23][cH:24]2)[cH:4][c:5]([C:8]([CH2:9][CH2:10][CH2:11][CH2:12][CH2:13][CH3:14])([CH3:15])[CH3:16])[cH:6][cH:7]1.